From a dataset of the Open Reaction Database (ORD), a public repository of structured organic reaction records. describe an organic reaction: reactants, conditions, products, and yield Reactants: S(=O)(Cl)Cl (thionyl chloride), CO (methanol), [N+](=O)([O-])C1=CC=C(COC(=O)N2[C@H](C(=O)O)C[C@@H](O)C2)C=C1 (N-p-nitrobenzyloxycarbonyl-L-hydroxyproline). The solvent is ClCCl (dichloromethane). Reaction conditions: time 8 hour. Yields the product O[C@@H]1C[C@H](N(C1)C(=O)OCC1=CC=C(C=C1)[N+](=O)[O-])C(=O)OC ((2S,4R)-4-hydroxy-2-methoxycarbonyl-1-p-nitrobenzyloxycarbonylpyrrolidine). As a reaction SMILES: [CH3:1]O.S(Cl)(Cl)=O.[N+:7]([C:10]1[CH:28]=[CH:27][C:13]([CH2:14][O:15][C:16]([N:18]2[CH2:26][C@H:24]([OH:25])[CH2:23][C@H:19]2[C:20]([OH:22])=[O:21])=[O:17])=[CH:12][CH:11]=1)([O-:9])=[O:8]>ClCCl>[OH:25][C@H:24]1[CH2:26][N:18]([C:16]([O:15][CH2:14][C:13]2[CH:27]=[CH:28][C:10]([N+:7]([O-:9])=[O:8])=[CH:11][CH:12]=2)=[O:17])[C@H:19]([C:20]([O:22][CH3:1])=[O:21])[CH2:23]1. Reported procedure: To a mixture of methanol (94.5 ml) and dichloromethane (945 ml) under ice cooling are dropwise added thionyl chloride (18.7 ml) and after 5 minutes stirring N-p-nitrobenzyloxycarbonyl-L-hydroxyproline (1: 72.4 g), and the mixture is stirred overnight at room temperature. The reaction mixture is concentrated in vacuum to give crude (2S,4R)-4-hydroxy-2-methoxycarbonyl-1-p-nitrobenzyloxycarbonylpyrrolidine (86.5 g) as pale yellow oil. This product can be used in the next step without further purifi...